From a dataset of the Open Reaction Database (ORD), a public repository of structured organic reaction records. describe an organic reaction: reactants, conditions, products, and yield The reactants are C(C)(C)(C)O[C@H](C(=O)OC)C1=C2N3CCC(OCCCC[C@@H](OC=4C=CC(=CC4C4=CC=CC(C5=CN2C(C(=C1C)CO)=N5)=C4)F)C)(CC3)C (Methyl(2S)-2-(tert-butoxy)-2-[(22S)-17-fluoro-5-(hydroxymethyl)-4,22,28-trimethyl-21,27-dioxa-1,7,34-triazahexacyclo[26.2.2.16,9.110,14.02,7.015,20]tetratriaconta-2,4,6(34),8,10(33),11,13,15(20),16,18-decaen-3-yl]acetate), C(C)(C)(C)O[C@H](C(=O)OC)C1=C2N3CCC(OCCCC[C@@H](OC=4C=C(C(=CC4C4=CC=CC(C5=C(N2C(C=C1C)=N5)Cl)=C4)F)C)C)(CC3)C (methyl(2S)-2-(tert-butoxy)-2-[(22S)-8-chloro-17-fluoro-4,18,22,28-tetramethyl-21,27-dioxa-1,7,34-triazahexacyclo[26.2.2.16,9.110,14.02,7.015,20]tetratriaconta-2,4,6(34),8,10(33),11,13,15(20),16,18-decaen-3-yl]acetate). Yields the product C(C)(C)(C)O[C@H](C(=O)OC)C1=C2N3CCC(OCCCC[C@@H](OC=4C=CC(=CC4C4=CC=CC(C5=C(N2C(C(=C1C)CO)=N5)Cl)=C4)F)C)(CC3)C (Methyl(2S)-2-(tert-butoxy)-2-[(22S)-8-chloro-17-fluoro-5-(hydroxymethyl)-4,22,28-trimethyl-21,27-dioxa-1,7,34-triazahexacyclo[26.2.2.16,9.110,14.02,7.015,20]tetratriaconta-2,4,6(34),8,10(33),11,13,15(20),16,18-decaen-3-yl]acetate). The yield is 70.0%. Reaction SMILES: [C:1]([O:5][C@@H:6]([C:11]1[C:40]([CH3:41])=[C:39]([CH2:42][OH:43])[C:38]2=[N:44][C:35]3=[CH:36][N:37]2[C:12]=1[N:13]1[CH2:49][CH2:48][C:16]([CH3:50])([O:17][CH2:18][CH2:19][CH2:20][CH2:21][C@H:22]([CH3:47])[O:23][C:24]2[CH:25]=[CH:26][C:27]([F:46])=[CH:28][C:29]=2[C:30]2[CH:45]=[C:34]3[CH:33]=[CH:32][CH:31]=2)[CH2:15][CH2:14]1)[C:7]([O:9][CH3:10])=[O:8])([CH3:4])([CH3:3])[CH3:2].C(O[C@@H](C1C(C)=CC2=NC3=C([Cl:93])N2C=1N1CCC(C)(OCCCC[C@H](C)OC2C=C(C)C(F)=CC=2C2C=C3C=CC=2)CC1)C(OC)=O)(C)(C)C>>[C:1]([O:5][C@@H:6]([C:11]1[C:40]([CH3:41])=[C:39]([CH2:42][OH:43])[C:38]2=[N:44][C:35]3=[C:36]([Cl:93])[N:37]2[C:12]=1[N:13]1[CH2:14][CH2:15][C:16]([CH3:50])([O:17][CH2:18][CH2:19][CH2:20][CH2:21][C@H:22]([CH3:47])[O:23][C:24]2[CH:25]=[CH:26][C:27]([F:46])=[CH:28][C:29]=2[C:30]2[CH:45]=[C:34]3[CH:33]=[CH:32][CH:31]=2)[CH2:48][CH2:49]1)[C:7]([O:9][CH3:10])=[O:8])([CH3:4])([CH3:2])[CH3:3]. Procedure details: Prepared in 70.0% yield from Methyl(2S)-2-(tert-butoxy)-2-[(22S)-17-fluoro-5-(hydroxymethyl)-4,22,28-trimethyl-21,27-dioxa-1,7,34-triazahexacyclo[26.2.2.16,9.110,14.02,7.015,20]tetratriaconta-2,4,6(34),8,10(33),11,13,15(20),16,18-decaen-3-yl]acetate following the procedure for methyl(2S)-2-(tert-butoxy)-2-[(22S)-8-chloro-17-fluoro-4,18,22,28-tetramethyl-21,27-dioxa-1,7,34-triazahexacyclo[26.2.2.16,9.110,14.02,7.015,20]tetratriaconta-2,4,6(34),8,10(33),11,13,15(20),16,18-decaen-3-yl]acetate. LCMS... The reactants are C(C)(=O)OCCC1=C(C=C(S1)S(=O)(=O)NC(=O)NC1=CC(=CC(=N1)C(=O)OC)C(F)(F)F)C (methyl 6-[({[5-(2-acetoxyethyl)-4-methyl-2-thienyl]sulfonyl}carbamoyl)amino]-4-(trifluoromethyl)pyridine-2-carboxylate), [H-].[Na+] (sodium hydride). The solvent is CO (methanol). Run at time 18 hour. Yields the product COC(=O)C1=NC(=CC(=C1)C(F)(F)F)NC(NS(=O)(=O)C=1SC(=C(C1)C)CCO)=O (Methyl-6-[({[5-(2-hydroxyethyl)-4-methyl-2-thienyl]sulfonyl}carbamoyl)amino]-4-(trifluoromethyl)pyridine-2-carboxylate). As a reaction SMILES: C([O:4][CH2:5][CH2:6][C:7]1[S:11][C:10]([S:12]([NH:15][C:16]([NH:18][C:19]2[N:24]=[C:23]([C:25]([O:27][CH3:28])=[O:26])[CH:22]=[C:21]([C:29]([F:32])([F:31])[F:30])[CH:20]=2)=[O:17])(=[O:14])=[O:13])=[CH:9][C:8]=1[CH3:33])(=O)C.[H-].[Na+]>CO>[CH3:28][O:27][C:25]([C:23]1[CH:22]=[C:21]([C:29]([F:31])([F:30])[F:32])[CH:20]=[C:19]([NH:18][C:16](=[O:17])[NH:15][S:12]([C:10]2[S:11][C:7]([CH2:6][CH2:5][OH:4])=[C:8]([CH3:33])[CH:9]=2)(=[O:14])=[O:13])[N:24]=1)=[O:26] |f:1.2|. Procedure: To a suspension of 0.100 g methyl 6-[({[5-(2-acetoxyethyl)-4-methyl-2-thienyl]sulfonyl}carbamoyl)amino]-4-(trifluoromethyl)pyridine-2-carboxylate in 1.5 ml methanol was added 0.02 g sodium hydride 55% in oil. The resulting solution was stirred at room temperature for 18 h. The reaction mixture was partitioned between 10% citric acid and ethyl acetate. The phases were separated and the organic phase was washed with brine and evaporated to yield the title compound as white foam. MS (ISN) M−H+=466.... Starting materials: CCO, CCOC(=O)c1[nH]c(C)cc1C(C)CC, Cl, [Na+], [OH-]. Yields the product CCC(C)c1c[nH]c(C)c1. RXN SMILES: [CH3:19][CH2:20][OH:21].[CH:3]([CH3:4])([CH2:5][CH3:6])[c:7]1[c:8]([C:13]([O:14][CH2:15][CH3:16])=[O:17])[nH:9][c:10]([CH3:12])[cH:11]1.[ClH:18].[Na+:2].[OH-:1]>>[CH:3]([CH3:4])([CH2:5][CH3:6])[c:7]1[cH:8][nH:9][c:10]([CH3:12])[cH:11]1. Starting materials: ice water, C([O-])([O-])=O.[K+].[K+] (potassium carbonate), ClCC#N (chloroacetonitrile), OC=1C=C(C(=O)OC)C=CC1 (Methyl 3-hydroxybenzoate). Run in CN(C=O)C (dimethylformamide). Product: C(#N)COC=1C=C(C(=O)OC)C=CC1 (methyl 3-cyanomethoxybenzoate). Isolated yield 6461.0%. RXN SMILES: [OH:1][C:2]1[CH:3]=[C:4]([CH:9]=[CH:10][CH:11]=1)[C:5]([O:7][CH3:8])=[O:6].C(=O)([O-])[O-].[K+].[K+].Cl[CH2:19][C:20]#[N:21]>CN(C)C=O>[C:20]([CH2:19][O:1][C:2]1[CH:3]=[C:4]([CH:9]=[CH:10][CH:11]=1)[C:5]([O:7][CH3:8])=[O:6])#[N:21] |f:1.2.3|. Reported procedure: Methyl 3-hydroxybenzoate (10.00 g, 65.72 mmol) was dissolved in dimethylformamide (100 ml). With stirring the solution under ice-cooling, potassium carbonate (13.63 g, 98.58 mmol) and chloroacetonitrile (4.99 ml, 78.86 mmol) were added in that order, and the mixture was stirred at room temperature for 12 hours. The reaction solution was poured into ice-water and the crystals precipitated were collected by filtration. The resulting crystals were dissolved in chloroform, and the solution was washe... Starting materials: C([O-])([O-])=O.[K+].[K+] (Potassium carbonate), COC(=O)C=1SC(=CC1NC(C(F)(F)F)=O)C(=O)C1CCCC1 (5-cyclopentanecarbonyl-3-(2,2,2-trifluoroacetylamino)thiophene-2-carboxylic acid methyl ester), O (Water), C(C)(=O)OCC (ethyl acetate). Solvent: CO (methanol). Reaction conditions: time 2 hour. Yields the product COC(=O)C=1SC(=CC1N)C(=O)C1CCCC1 (3-Amino-5-cyclopentanecarbonylthiophene-2-carboxylic acid methyl ester). As a reaction SMILES: C(=O)([O-])[O-].[K+].[K+].[CH3:7][O:8][C:9]([C:11]1[S:12][C:13]([C:23]([CH:25]2[CH2:29][CH2:28][CH2:27][CH2:26]2)=[O:24])=[CH:14][C:15]=1[NH:16]C(=O)C(F)(F)F)=[O:10].O.C(OCC)(=O)C>CO>[CH3:7][O:8][C:9]([C:11]1[S:12][C:13]([C:23]([CH:25]2[CH2:29][CH2:28][CH2:27][CH2:26]2)=[O:24])=[CH:14][C:15]=1[NH2:16])=[O:10] |f:0.1.2|. Reported procedure: Potassium carbonate (2.275 g) was added to a solution of 5-cyclopentanecarbonyl-3-(2,2,2-trifluoroacetylamino)thiophene-2-carboxylic acid methyl ester (1.150 g) in methanol (17 mL), and the mixture was stirred at room temperature for 2 h. Water and ethyl acetate were added. The 5 organic phase was separated off, and the aqueous phase was re-extracted twice with ethyl acetate. The combined organic phases were dried over magnesium sulfate and concentrated. The product with the molecular weight of ... Reactants: [Al+3], [Al+3], [Cl-], [Cl-], [Cl-], N#Cc1ccc(Oc2ccccc2Cl)s1, [H-], [H-], [H-], [H-], [Li+], [Mg+2], N, O=S(=O)([O-])[O-], C1CCOC1. The product is NCc1ccc(Oc2ccccc2Cl)s1. As a reaction SMILES: [Al+3:2].[Al+3:8].[Cl-:10].[Cl-:7].[Cl-:9].[Cl:11][c:12]1[c:13]([O:14][c:15]2[cH:16][cH:17][c:18]([C:20]#[N:21])[s:19]2)[cH:22][cH:23][cH:24][cH:25]1.[H-:1].[H-:4].[H-:5].[H-:6].[Li+:3].[Mg+2:27].[NH3:26].[O-:28][S:29](=[O:30])(=[O:31])[O-:32].[O:33]1[CH2:34][CH2:35][CH2:36][CH2:37]1>>[Cl:11][c:12]1[c:13]([O:14][c:15]2[cH:16][cH:17][c:18]([CH2:20][NH2:21])[s:19]2)[cH:22][cH:23][cH:24][cH:25]1. The reactants are IC1=C(C=CC(=C1)C)C (1-iodo-2,5-dimethylbenzene), C1(=CC=CC=C1)P(C1=CC=CC=C1)C1=CC=CC=C1 (triphenylphosphine), C(C#C)O (propargyl alcohol), C(C)(C)N(CC)C(C)C (diisopropylethylamine). The reagents and catalysts are [Cu]I (copper(I) iodide), C1=CC=C(C=C1)/C=C/C(=O)/C=C/C2=CC=CC=C2.C1=CC=C(C=C1)/C=C/C(=O)/C=C/C2=CC=CC=C2.C1=CC=C(C=C1)/C=C/C(=O)/C=C/C2=CC=CC=C2.C(Cl)(Cl)Cl.[Pd].[Pd] (tris(dibenzylideneacetone)dipalladium(0) chloroform adduct). The solvent is [Cl-].[Na+].O (brine), O1CCCC1 (tetrahydrofuran). Conditions: time 5 hour. Yields the product CC1=C(C=C(C=C1)C)C#CCO (3-(2,5-dimethylphenyl)-2-propyne-1-ol). Reaction SMILES: I[C:2]1[CH:7]=[C:6]([CH3:8])[CH:5]=[CH:4][C:3]=1[CH3:9].C1(P(C2C=CC=CC=2)C2C=CC=CC=2)C=CC=CC=1.[CH2:29]([OH:32])[C:30]#[CH:31].C(N(C(C)C)CC)(C)C>[Cl-].[Na+].O.[Cu]I.C1C=CC(/C=C/C(/C=C/C2C=CC=CC=2)=O)=CC=1.C1C=CC(/C=C/C(/C=C/C2C=CC=CC=2)=O)=CC=1.C1C=CC(/C=C/C(/C=C/C2C=CC=CC=2)=O)=CC=1.C(Cl)(Cl)Cl.[Pd].[Pd].O1CCCC1>[CH3:9][C:3]1[CH:4]=[CH:5][C:6]([CH3:8])=[CH:7][C:2]=1[C:31]#[C:30][CH2:29][OH:32] |f:4.5.6,8.9.10.11.12.13|. Procedure details: A mixture of 1-iodo-2,5-dimethylbenzene (5.00 g), copper(I) iodide (82.1 mg), triphenylphosphine (283 mg), tris(dibenzylideneacetone)dipalladium(0) chloroform adduct (446 mg), propargyl alcohol (1.40 ml), diisopropylethylamine (15.0 ml) and tetrahydrofuran (100 ml) was stirred at room temperature for 5 hr. The reaction mixture was added to brine, and the mixture was extracted with ethyl acetate, washed with saturated brine, and dried over anhydrous magnesium sulfate. The solvent was evaporated u...